From a dataset of the Open Reaction Database (ORD), a public repository of structured organic reaction records. describe an organic reaction: reactants, conditions, products, and yield Product: CC1=C(C=CC=C1C)N1CC(NCC1)C (1-(2,3-dimethylphenyl)-3-methylpiperazine). Procedure details: 650 mg (6.48 mmol) of 2-methylpiperazine, 800 mg (4.32 mmol) of 3-bromo-o-xylene, 50 mg (0.22 mmol) of palladium acetate, 110 mg (0.17 mmol) of BINAP and 830 mg (8.65 mmol) of sodium tert-butoxide in dry toluene (8.6 mL) were heated at 110° C. for 14 hours. After cooling, the resulting reaction mixture was quenched with water and extracted with ethyl acetate. The ethyl acetate phase was concentrated. The residue was purified by chromatography to give the title compound as a yellow semi solid. The solvent is C1(=CC=CC=C1)C (toluene). The reagents and catalysts are C(C)(=O)[O-].[Pd+2].C(C)(=O)[O-] (palladium acetate). RXN SMILES: [CH3:1][CH:2]1[CH2:7][NH:6][CH2:5][CH2:4][NH:3]1.Br[C:9]1[CH:14]=[CH:13][CH:12]=[C:11]([CH3:15])[C:10]=1[CH3:16].C1C=CC(P(C2C(C3C(P(C4C=CC=CC=4)C4C=CC=CC=4)=CC=C4C=3C=CC=C4)=C3C(C=CC=C3)=CC=2)C2C=CC=CC=2)=CC=1.CC(C)([O-])C.[Na+]>C1(C)C=CC=CC=1.C([O-])(=O)C.[Pd+2].C([O-])(=O)C>[CH3:16][C:10]1[C:11]([CH3:15])=[CH:12][CH:13]=[CH:14][C:9]=1[N:6]1[CH2:5][CH2:4][NH:3][CH:2]([CH3:1])[CH2:7]1 |f:3.4,6.7.8|. Starting materials: CC1NCCNC1 (2-methylpiperazine), BrC1=C(C(=CC=C1)C)C (3-bromo-o-xylene), C=1C=CC(=CC1)P(C=2C=CC=CC2)C3=CC=C4C=CC=CC4=C3C5=C6C=CC=CC6=CC=C5P(C=7C=CC=CC7)C=8C=CC=CC8 (BINAP), CC(C)([O-])C.[Na+] (sodium tert-butoxide). Starting materials: CC1=CC=C(OC(C)C2=NN=C(S2)NC(N(C)CC(OC)OC)=O)C=C1 (3-[5-[1-(4-methylphenoxy)ethyl]-1,3,4-thiadiazol-2-yl]-1-methyl-(2,2-dimethoxyethyl)urea), Cl (hydrochloric acid). The solvent is O (water). Yields the product CC1=CC=C(OC(C)C2=NN=C(S2)N2C(N(CC2O)C)=O)C=C1 (3-[5-[1-(4-methylphenoxy)ethyl]-1,3,4-thiadiazol-2-yl]-1-methyl-4-hydroxy-2-imidazolidinone). Isolated yield 104.0%. RXN SMILES: [CH3:1][C:2]1[CH:26]=[CH:25][C:5]([O:6][CH:7]([C:9]2[S:13][C:12]([NH:14][C:15](=[O:24])[N:16]([CH2:18][CH:19](OC)[O:20]C)[CH3:17])=[N:11][N:10]=2)[CH3:8])=[CH:4][CH:3]=1.Cl>O>[CH3:1][C:2]1[CH:26]=[CH:25][C:5]([O:6][CH:7]([C:9]2[S:13][C:12]([N:14]3[CH:19]([OH:20])[CH2:18][N:16]([CH3:17])[C:15]3=[O:24])=[N:11][N:10]=2)[CH3:8])=[CH:4][CH:3]=1. Procedure: A mixture containing 3.5 grams of the 3-[5-[1-(4-methylphenoxy)ethyl]-1,3,4-thiadiazol-2-yl]-1-methyl-(2,2-dimethoxyethyl)urea (prepared above), 150 milliliters of water and 1.5 milliliters of concentrated hydrochloric acid (HCl) was refluxed for 25 minutes, then cooled with formation of an oil. The oil was extracted with chloroform, and the chloroform extract was dried over magnesium sulfate (MgSO4), filtered and topped on a roto-vac at 70° C. to yield 3.2 grams of an orange oil. It was dissolv... Starting materials: O=C([O-])[O-], CN(C)C=O, ClCc1ccc(Cl)cc1, CCC(C)Oc1ccc(O)c(Cl)c1, [K+], [K+]. The product is CCC(C)Oc1ccc(OCc2ccc(Cl)cc2)c(Cl)c1. Reaction SMILES: [C:1](=[O:2])([O-:3])[O-:4].[CH3:29][N:30]([CH3:31])[CH:32]=[O:33].[Cl:20][c:21]1[cH:22][cH:23][c:24]([CH2:25][Cl:26])[cH:27][cH:28]1.[Cl:7][c:8]1[c:9]([OH:19])[cH:10][cH:11][c:12]([O:14][CH:15]([CH3:16])[CH2:17][CH3:18])[cH:13]1.[K+:5].[K+:6]>>[Cl:7][c:8]1[c:9]([O:19][CH2:25][c:24]2[cH:23][cH:22][c:21]([Cl:20])[cH:28][cH:27]2)[cH:10][cH:11][c:12]([O:14][CH:15]([CH3:16])[CH2:17][CH3:18])[cH:13]1. Reactants: CCOC(=O)c1c(C)cc(Cl)nc1C, CCO, [Na+], [OH-]. Yields the product Cc1cc(Cl)nc(C)c1C(=O)O. As a reaction SMILES: [CH2:1]([CH3:2])[O:3][C:4]([c:5]1[c:6]([CH3:13])[n:7][c:8]([Cl:12])[cH:9][c:10]1[CH3:11])=[O:14].[CH3:17][CH2:18][OH:19].[Na+:16].[OH-:15]>>[O:3]=[C:4]([c:5]1[c:6]([CH3:13])[n:7][c:8]([Cl:12])[cH:9][c:10]1[CH3:11])[OH:14]. Reactants: O=C(O)c1ccccc1, O=S(Cl)Cl. The product is O=C(Cl)c1ccccc1. Reaction SMILES: [OH:1][C:2](=[O:3])[c:4]1[cH:5][cH:6][cH:7][cH:8][cH:9]1.[S:10]([Cl:11])([Cl:12])=[O:13]>>[O:1]=[C:2]([c:4]1[cH:5][cH:6][cH:7][cH:8][cH:9]1)[Cl:12]. Reactants: COc1ccccc1-c1cc(C(=O)NCC(=O)O)n[nH]1, CCN=C=NCCCN(C)C, CCN(C(C)C)C(C)C, Cl, O=C(c1ccccc1C(F)(F)F)N1CCNCC1, CN(C)C=O, O, On1nnc2ccccc21. Product: COc1ccccc1-c1cc(C(=O)NCC(=O)N2CCN(C(=O)c3ccccc3C(F)(F)F)CC2)n[nH]1. Reaction SMILES: [CH3:10][O:11][c:12]1[c:13](-[c:18]2[cH:19][c:20]([C:23](=[O:24])[NH:25][CH2:26][C:27](=[O:28])[OH:29])[n:21][nH:22]2)[cH:14][cH:15][cH:16][cH:17]1.[CH3:40][CH2:41][N:42]=[C:43]=[N:44][CH2:45][CH2:46][CH2:47][N:48]([CH3:49])[CH3:50].[CH:1]([N:2]([CH2:3][CH3:4])[CH:5]([CH3:6])[CH3:7])([CH3:8])[CH3:9].[ClH:51].[N:52]1([C:58](=[O:59])[c:60]2[c:61]([C:66]([F:67])([F:68])[F:69])[cH:62][cH:63][cH:64][cH:65]2)[CH2:53][CH2:54][NH:55][CH2:56][CH2:57]1.[O:70]=[CH:71][N:72]([CH3:73])[CH3:74].[OH2:75].[OH:30][n:31]1[c:32]2[c:33]([cH:34][cH:35][cH:36][cH:37]2)[n:38][n:39]1>>[CH3:10][O:11][c:12]1[c:13](-[c:18]2[cH:19][c:20]([C:23](=[O:24])[NH:25][CH2:26][C:27](=[O:29])[N:55]3[CH2:54][CH2:53][N:52]([C:58](=[O:59])[c:60]4[c:61]([C:66]([F:67])([F:68])[F:69])[cH:62][cH:63][cH:64][cH:65]4)[CH2:57][CH2:56]3)[n:21][nH:22]2)[cH:14][cH:15][cH:16][cH:17]1.